This data is from the Open Reaction Database (ORD), a public repository of structured organic reaction records. The task is: describe an organic reaction: reactants, conditions, products, and yield Reactants: CO (methanol), ClC=1C=C(C(=O)N(C(C)C)C(C)C)C=C(C1)OC (3-chloro-N,N-diisopropyl-5-methoxy-benzamide), B(Br)(Br)Br (boron tribromide). Run in ClCCl (dichloromethane), ClCCl (dichloromethane). Run at time 19 hour. Product: ClC=1C=C(C(=O)N(C(C)C)C(C)C)C=C(C1)O (3-Chloro-5-hydroxy-N,N-diisopropyl-benzamide). Yield: 79.8%. RXN SMILES: [Cl:1][C:2]1[CH:3]=[C:4]([CH:14]=[C:15]([O:17]C)[CH:16]=1)[C:5]([N:7]([CH:11]([CH3:13])[CH3:12])[CH:8]([CH3:10])[CH3:9])=[O:6].B(Br)(Br)Br.CO>ClCCl>[Cl:1][C:2]1[CH:3]=[C:4]([CH:14]=[C:15]([OH:17])[CH:16]=1)[C:5]([N:7]([CH:8]([CH3:9])[CH3:10])[CH:11]([CH3:12])[CH3:13])=[O:6]. Procedure: To a stirred solution of 3-chloro-N,N-diisopropyl-5-methoxy-benzamide (2.96 g) in anhydrous dichloromethane (30 ml) at −78° C. was added boron tribromide solution in dichloromethane (40 ml). The reaction mixture was allowed to warm to ambient temperature and stirred for 19 h. The reaction mixture was cooled to −78° C. and methanol (20 ml) added. The reaction mixture was allowed to warm back to ambient temperature, stirred for 24 h, and then concentrated under reduced pressure. The residue was pa... Reported procedure: 3 g 4-benzoyl-4-phenylpiperidine was taken up in 200 ml n-butanol with 1.5 ml 1-bromo-3-phenylpropane and 10 g sodium carbonate, and refluxed for 4 hours. The resulting mixture was filtered and the filtrate concentrated in vacuo, taken up in ethyl acetate and washed with water. The ethyl acetate layer was dried over potassium carbonate and eluted through a short silica plug with 1:1 hexane/ethyl acetate. The eluted product was concentrated to dryness overnight, giving 3.14 g of product, melting ... RXN SMILES: [C:1]([C:9]1([C:15]2[CH:20]=[CH:19][CH:18]=[CH:17][CH:16]=2)[CH2:14][CH2:13][NH:12][CH2:11][CH2:10]1)(=[O:8])[C:2]1[CH:7]=[CH:6][CH:5]=[CH:4][CH:3]=1.Br[CH2:22][CH2:23][CH2:24][C:25]1[CH:30]=[CH:29][CH:28]=[CH:27][CH:26]=1.C(=O)([O-])[O-].[Na+].[Na+]>C(O)CCC>[C:1]([C:9]1([C:15]2[CH:20]=[CH:19][CH:18]=[CH:17][CH:16]=2)[CH2:10][CH2:11][N:12]([CH2:22][CH2:23][CH2:24][C:25]2[CH:30]=[CH:29][CH:28]=[CH:27][CH:26]=2)[CH2:13][CH2:14]1)(=[O:8])[C:2]1[CH:3]=[CH:4][CH:5]=[CH:6][CH:7]=1 |f:2.3.4|. Solvent: C(CCC)O (n-butanol). Starting materials: C(C1=CC=CC=C1)(=O)C1(CCNCC1)C1=CC=CC=C1 (4-benzoyl-4-phenylpiperidine), BrCCCC1=CC=CC=C1 (1-bromo-3-phenylpropane), C([O-])([O-])=O.[Na+].[Na+] (sodium carbonate). Product: C(C1=CC=CC=C1)(=O)C1(CCN(CC1)CCCC1=CC=CC=C1)C1=CC=CC=C1 (4-benzoyl-4-phenyl-1-(3-phenylpropyl)piperidine). The reactants are C(C)(C)(C)OC(=O)N1CCC(CC1)OC1=NC=CC(=C1)[N+](=O)[O-] (4-(4-nitro-pyridin-2-yloxy)-piperidine-1-carboxylic acid tert-butyl ester), [H][H] (hydrogen). The reagents and catalysts are [Pd] (Pd/C). The solvent is CCOC(=O)C (EtOAc). Yields the product C(C)(C)(C)OC(=O)N1CCC(CC1)OC1=NC=CC(=C1)N (4-(4-Amino-pyridin-2-yloxy)-piperidine-1-carboxylic acid tert-butyl ester). Yield: 95.5%. As a reaction SMILES: [C:1]([O:5][C:6]([N:8]1[CH2:13][CH2:12][CH:11]([O:14][C:15]2[CH:20]=[C:19]([N+:21]([O-])=O)[CH:18]=[CH:17][N:16]=2)[CH2:10][CH2:9]1)=[O:7])([CH3:4])([CH3:3])[CH3:2].[H][H]>CCOC(C)=O.[Pd]>[C:1]([O:5][C:6]([N:8]1[CH2:13][CH2:12][CH:11]([O:14][C:15]2[CH:20]=[C:19]([NH2:21])[CH:18]=[CH:17][N:16]=2)[CH2:10][CH2:9]1)=[O:7])([CH3:4])([CH3:2])[CH3:3]. Reported procedure: Subject a slurry of 4-(4-nitro-pyridin-2-yloxy)-piperidine-1-carboxylic acid tert-butyl ester (3.0 g, 9.28 mmol) and 5% Pd/C (151 mg) in EtOAc (150 mL) to an atmosphere of hydrogen at 60 psi (Parr shaker) overnight at ambient temperature. Filter the reaction mixture through a pad of Celite® and concentrate under reduced pressure to provide the title compound as a white solid (2.6 g, 95% yield). LCMS ES+(m/z) 294 [M+H]. Run at temperature 0 celsius, time 10 minute. Yield: 43.3%. RXN SMILES: [H-].[Na+].[NH2:3][C:4]1[CH:5]=[N:6][CH:7]=[N:8][CH:9]=1.Cl[C:11]1[CH:20]=[CH:19][C:18]2[C:13](=[C:14]([C:21]3[NH:29][C:28]4[CH2:27][CH2:26][NH:25][C:24](=[O:30])[C:23]=4[CH:22]=3)[CH:15]=[CH:16][CH:17]=2)[N:12]=1.C(O)(C(F)(F)F)=O>CN(C=O)C.CS(C)=O>[N:6]1[CH:5]=[C:4]([NH:3][C:11]2[CH:20]=[CH:19][C:18]3[C:13](=[C:14]([C:21]4[NH:29][C:28]5[CH2:27][CH2:26][NH:25][C:24](=[O:30])[C:23]=5[CH:22]=4)[CH:15]=[CH:16][CH:17]=3)[N:12]=2)[CH:9]=[N:8][CH:7]=1 |f:0.1|. Run in CS(=O)C (DMSO), CN(C)C=O (DMF). Starting materials: C(=O)(C(F)(F)F)O (TFA), [H-].[Na+] (NaH), NC=1C=NC=NC1 (5-aminopyrimidine), ClC1=NC2=C(C=CC=C2C=C1)C1=CC=2C(NCCC2N1)=O (2-(2-chloroquinolin-8-yl)-6,7-dihydro-1H-pyrrolo[3,2-c]pyridin-4(5H)-one). Procedure details: To NaH (60 wt % in mineral oil; 0.071 g, 1.763 mmol) in 1 mL DMF was added 5-aminopyrimidine (AK Scientific, Union City, Calif.; 0.168 g, 1.76 mmol). After 10 min, 2-(2-chloroquinolin-8-yl)-6,7-dihydro-1H-pyrrolo[3,2-c]pyridin-4(5H)-one (Example 1; 0.075 g, 0.252 mmol) was added and the reaction became dark red. After 2 h, the reaction was cooled to 0° C. and TFA (0.136 ml, 1.763 mmol) was added along with 1 mL DMSO. The reaction was filtered, and purified by rpHPLC (Phenomenex Gemini 150×30 mm ... Yields the product N1=CN=CC(=C1)NC1=NC2=C(C=CC=C2C=C1)C1=CC=2C(NCCC2N1)=O (2-(2-(pyrimidin-5-ylamino)quinolin-8-yl)-6,7-dihydro-1H-pyrrolo[3,2-c]pyridin-4(5H)-one). Reactants: COc1cc(C(C)C)c2c(c1)S(=O)(=O)N(CBr)C2=O, N#Cc1cc(O)n(-c2ccc(Cl)cc2)n1, [F-], [K+], CN(C)C=O, O. Yields the product COc1cc(C(C)C)c2c(c1)S(=O)(=O)N(COc1cc(C#N)nn1-c1ccc(Cl)cc1)C2=O. Reaction SMILES: [Br:16][CH2:17][N:18]1[S:19](=[O:33])(=[O:34])[c:20]2[c:21]([c:24]([CH:30]([CH3:31])[CH3:32])[cH:25][c:26]([O:28][CH3:29])[cH:27]2)[C:22]1=[O:23].[Cl:1][c:2]1[cH:3][cH:4][c:5](-[n:8]2[n:9][c:10]([C:14]#[N:15])[cH:11][c:12]2[OH:13])[cH:6][cH:7]1.[F-:35].[K+:36].[O:37]=[CH:38][N:39]([CH3:40])[CH3:41].[OH2:42]>>[Cl:1][c:2]1[cH:3][cH:4][c:5](-[n:8]2[n:9][c:10]([C:14]#[N:15])[cH:11][c:12]2[O:13][CH2:17][N:18]2[S:19](=[O:33])(=[O:34])[c:20]3[c:21]([c:24]([CH:30]([CH3:31])[CH3:32])[cH:25][c:26]([O:28][CH3:29])[cH:27]3)[C:22]2=[O:23])[cH:6][cH:7]1. Starting materials: C(C)(C)(C)OC(N(C(C)C)C[C@@H]1CN(C[C@@H]1CN(C(C1=CC(=C(C=C1)OC)OCCCOC)=O)C(C)C)CC1=CC=CC=C1)=O ([(3S*,4R*)-1-benzyl-4-({isopropyl-[4-methoxy-3-(3-methoxy-propoxy)-benzoyl]-amino}-methyl)-pyrrolidin-3-ylmethyl]-isopropyl-carbamic acid tert-butyl ester), Cl (HCl). Solvent: O1CCOCC1 (dioxane). Conditions: time 2 hour. The product is C(C1=CC=CC=C1)N1C[C@@H]([C@@H](C1)CNC(C)C)CN(C(C1=CC(=C(C=C1)OC)OCCCOC)=O)C(C)C (N-[(3R*,4R*)-1-Benzyl-4-(isopropylamino-methyl)-pyrrolidin-3-ylmethyl]-N-isopropyl-4-methoxy-3-(3-methoxy-propoxy)-benzamide). As a reaction SMILES: C(OC(=O)[N:7]([CH2:11][C@H:12]1[C@@H:16]([CH2:17][N:18]([CH:35]([CH3:37])[CH3:36])[C:19](=[O:34])[C:20]2[CH:25]=[CH:24][C:23]([O:26][CH3:27])=[C:22]([O:28][CH2:29][CH2:30][CH2:31][O:32][CH3:33])[CH:21]=2)[CH2:15][N:14]([CH2:38][C:39]2[CH:44]=[CH:43][CH:42]=[CH:41][CH:40]=2)[CH2:13]1)[CH:8]([CH3:10])[CH3:9])(C)(C)C.Cl>O1CCOCC1>[CH2:38]([N:14]1[CH2:13][C@@H:12]([CH2:11][NH:7][CH:8]([CH3:10])[CH3:9])[C@@H:16]([CH2:17][N:18]([CH:35]([CH3:37])[CH3:36])[C:19](=[O:34])[C:20]2[CH:25]=[CH:24][C:23]([O:26][CH3:27])=[C:22]([O:28][CH2:29][CH2:30][CH2:31][O:32][CH3:33])[CH:21]=2)[CH2:15]1)[C:39]1[CH:44]=[CH:43][CH:42]=[CH:41][CH:40]=1. Reported procedure: To a solution of [(3S*,4R*)-1-benzyl-4-({isopropyl-[4-methoxy-3-(3-methoxy-propoxy)-benzoyl]-amino}-methyl)-pyrrolidin-3-ylmethyl]-isopropyl-carbamic acid tert-butyl ester (0.41 g, 0.66 mmol), is added a dioxane solution of HCl 4N (10 mL). The reaction mixture is stirred for 2 h at room temperature. The solvent is concentrated and water (20 mL), an aqueous solution of NaOH 4N (5 mL) and Et2O (25 mL) are added. The layers are separated and the aqueous one extracted twice with Et2O. The combined o... The reactants are COc1ccc2cc(C(C)C(=O)Cl)ccc2c1, CN(C)C=O, Cc1ccccc1, O, COC(=O)c1cc(C)c(C(O)c2cc(-n3ccnc3)ccc2C)c(C)c1, c1ccncc1. As a reaction SMILES: [CH3:27][O:28][c:29]1[cH:30][c:31]2[cH:32][cH:33][c:34]([CH:39]([C:40](=[O:41])[Cl:42])[CH3:43])[cH:35][c:36]2[cH:37][cH:38]1.[CH3:45][N:46]([CH3:47])[CH:48]=[O:49].[CH3:56][c:57]1[cH:58][cH:59][cH:60][cH:61][cH:62]1.[OH2:44].[OH:1][CH:2]([c:3]1[c:4]([CH3:14])[cH:5][cH:6][c:7](-[n:9]2[cH:10][n:11][cH:12][cH:13]2)[cH:8]1)[c:15]1[c:16]([CH3:26])[cH:17][c:18]([C:19](=[O:20])[O:21][CH3:22])[cH:23][c:24]1[CH3:25].[cH:50]1[cH:51][cH:52][n:53][cH:54][cH:55]1>>[O:1]([CH:2]([c:3]1[c:4]([CH3:14])[cH:5][cH:6][c:7](-[n:9]2[cH:10][n:11][cH:12][cH:13]2)[cH:8]1)[c:15]1[c:16]([CH3:26])[cH:17][c:18]([C:19](=[O:20])[O:21][CH3:22])[cH:23][c:24]1[CH3:25])[C:40]([CH:39]([c:34]1[cH:33][cH:32][c:31]2[cH:30][c:29]([O:28][CH3:27])[cH:38][cH:37][c:36]2[cH:35]1)[CH3:43])=[O:41]. The product is COC(=O)c1cc(C)c(C(OC(=O)C(C)c2ccc3cc(OC)ccc3c2)c2cc(-n3ccnc3)ccc2C)c(C)c1. Reactants: ClC1=CC=C(CC2CCN(CC2)N=O)C=C1 (4-(4-chlorobenzyl)-1-nitrosopiperidine), O (Water), [H-].[H-].[H-].[H-].[Li+].[Al+3] (LiAlH4), CCOCC (ether). Solvent: C1CCOC1 (THF), C1CCOC1 (THF). Reaction conditions: temperature 25 celsius. Yields the product NN1CCC(CC1)CC1=CC=C(C=C1)Cl (1-Amino-4-(4-chlorobenzyl)piperidine). As a reaction SMILES: [H-].[H-].[H-].[H-].[Li+].[Al+3].[Cl:7][C:8]1[CH:22]=[CH:21][C:11]([CH2:12][CH:13]2[CH2:18][CH2:17][N:16]([N:19]=O)[CH2:15][CH2:14]2)=[CH:10][CH:9]=1.CCOCC.O>C1COCC1>[NH2:19][N:16]1[CH2:17][CH2:18][CH:13]([CH2:12][C:11]2[CH:10]=[CH:9][C:8]([Cl:7])=[CH:22][CH:21]=2)[CH2:14][CH2:15]1 |f:0.1.2.3.4.5|. Procedure details: A suspension of LiAlH4 (535 mg, 14.1 mmol) in dry THF (10 mL) was heated to refux with stirring. The mixture was removed from the heat source and a solution of 4-(4-chlorobenzyl)-1-nitrosopiperidine (1.68 g, 7.04 mmol) in dry THF (10 mL) was added with stirring so as to maintain a gentle reflux. After addition, the reaction was allowed to stir at reflux for 10 min. The reaction was allowed to cool to 25° C. and ether (60 mL) was added. Water (10 mL) was slowly added with stirring so as to destro... Starting materials: C(C)(C)(C)OC(=O)N1CC=2C=C3O[C@H](C(NC3=CC2CC1C(=O)O)=O)C1=CC=C(C=C1)OCC1=CC(=C(C=C1)Cl)Cl ((S)-3-[4-(3,4-Dichloro-benzyloxy)-phenyl]-2-oxo-1,2,3,5,7,8-hexahydro-4-oxa-1,6-diaza-anthracene-6,7-dicarboxylic acid 6-tert-butyl ester), Cl.COC([C@H](CC1=CC=C(C=C1)C1=CC=C(C=C1)C)N)=O ((S)-2-Amino-3-(4′-methyl-biphenyl-4-yl)-propionic acid methyl ester hydrochloride). The product is Cl.COC([C@H](CC1=CC=C(C=C1)C1=CC=C(C=C1)C)NC(=O)C1NCC=2C=C3O[C@H](C(NC3=CC2C1)=O)C1=CC=C(C=C1)OCC1=CC(=C(C=C1)Cl)Cl)=O ((S)-2-({(S)-3-[4-(3,4-Dichloro-benzyloxy)-phenyl]-2-oxo-2,3,5,6,7,8-hexahydro-1H-4-oxa-1,6-diaza-anthracene-7-carbonyl}-amino)-3-(4′-methyl-biphenyl-4-yl)-propionic acid methyl ester hydrochloride). RXN SMILES: C(OC([N:8]1[CH:21]([C:22](O)=[O:23])[CH2:20][C:19]2[CH:18]=[C:17]3[C:12]([O:13][C@@H:14]([C:26]4[CH:31]=[CH:30][C:29]([O:32][CH2:33][C:34]5[CH:39]=[CH:38][C:37]([Cl:40])=[C:36]([Cl:41])[CH:35]=5)=[CH:28][CH:27]=4)[C:15](=[O:25])[NH:16]3)=[CH:11][C:10]=2[CH2:9]1)=O)(C)(C)C.Cl.[CH3:43][O:44][C:45](=[O:62])[C@@H:46]([NH2:61])[CH2:47][C:48]1[CH:53]=[CH:52][C:51]([C:54]2[CH:59]=[CH:58][C:57]([CH3:60])=[CH:56][CH:55]=2)=[CH:50][CH:49]=1>>[ClH:40].[CH3:43][O:44][C:45](=[O:62])[C@@H:46]([NH:61][C:22]([CH:21]1[CH2:20][C:19]2[CH:18]=[C:17]3[C:12]([O:13][C@@H:14]([C:26]4[CH:27]=[CH:28][C:29]([O:32][CH2:33][C:34]5[CH:39]=[CH:38][C:37]([Cl:40])=[C:36]([Cl:41])[CH:35]=5)=[CH:30][CH:31]=4)[C:15](=[O:25])[NH:16]3)=[CH:11][C:10]=2[CH2:9][NH:8]1)=[O:23])[CH2:47][C:48]1[CH:53]=[CH:52][C:51]([C:54]2[CH:59]=[CH:58][C:57]([CH3:60])=[CH:56][CH:55]=2)=[CH:50][CH:49]=1 |f:1.2,3.4|. Procedure: (S)-2-({(S)-3-[4-(3,4-Dichloro-benzyloxy)-phenyl]-2-oxo-2,3,5,6,7,8-hexahydro-1H-4-oxa-1,6-diaza-anthracene-7-carbonyl}-amino)-3-(4′-methyl-biphenyl-4-yl)-propionic acid methyl ester hydrochloride (74 mg, LC/MS: m/z 751) was prepared from (S)-3-[4-(3,4-Dichloro-benzyloxy)-phenyl]-2-oxo-1,2,3,5,7,8-hexahydro-4-oxa-1,6-diaza-anthracene-6,7-dicarboxylic acid 6-tert-butyl ester (150 mg) and (S)-2-Amino-3-(4′-methyl-biphenyl-4-yl)-propionic acid methyl ester hydrochloride according to general procedu... The reactants are C(=O)C1=C(OC2=C(C=C(C(=O)OCC)C=C2)[N+](=O)[O-])C(=CC=C1)OC (ethyl 4-(2-formyl-6-methoxyphenoxy)-3-nitrobenzoate). Reagents/catalysts: [Ni] (Raney nickel). Solvent: O1CCOCC1 (dioxane), C(C)O (ethanol). Product: COC1=CC=CC=2CNC3=C(OC21)C=CC(=C3)C(=O)OCC (ethyl 10,11-dihydro-4-methoxydibenz[b,f][1,4]oxazepine-8-caboxylate). Yield: 76.4%. Reaction SMILES: [CH:1]([C:3]1[CH:23]=[CH:22][CH:21]=[C:20]([O:24][CH3:25])[C:4]=1[O:5][C:6]1[CH:16]=[CH:15][C:9]([C:10]([O:12][CH2:13][CH3:14])=[O:11])=[CH:8][C:7]=1[N+:17]([O-])=O)=O>O1CCOCC1.C(O)C.[Ni]>[CH3:25][O:24][C:20]1[C:4]2[O:5][C:6]3[CH:16]=[CH:15][C:9]([C:10]([O:12][CH2:13][CH3:14])=[O:11])=[CH:8][C:7]=3[NH:17][CH2:1][C:3]=2[CH:23]=[CH:22][CH:21]=1. Procedure: A solution of ethyl 4-(2-formyl-6-methoxyphenoxy)-3-nitrobenzoate (145 g) in dioxane (1.2 l) and ethanol (150 ml) was hydrogenated over Raney nickel catalyst (60 ml) at room temperature under atmospheric pressure. After a pre-calculated amount of hydrogen was absorbed, the catalyst was removed by filtration and the filtrate was evaporated under reduced pressure. The residue was treated with ethanol (20 ml) to crystallize and then the separated crystals were collected by filtration. Recrystalliza...